Dataset: the Open Reaction Database (ORD), a public repository of structured organic reaction records. Task: describe an organic reaction: reactants, conditions, products, and yield The reactants are [OH-].[Na+] (sodium hydroxide), CC=1N=C(SC1C1=NC=CC(=C1)C)NC(=S)NC(C1=CC=CC=C1)=O (N-(4-methyl-5-(4-methylpyridin-2-yl)thiazol-2-yl)-N′-benzoylthiourea), Cl (hydrochloric acid). Solvent: O (water), CO (methanol). Conditions: temperature 60 celsius, time 1 hour. Product: CC=1N=C(SC1C1=NC=CC(=C1)C)NC(=S)N (N-(4-methyl-5-(4-methylpyridin-2-yl)thiazol-2-yl)thiourea). Yield: 87.2%. RXN SMILES: [CH3:1][C:2]1[N:3]=[C:4]([NH:14][C:15]([NH:17]C(=O)C2C=CC=CC=2)=[S:16])[S:5][C:6]=1[C:7]1[CH:12]=[C:11]([CH3:13])[CH:10]=[CH:9][N:8]=1.[OH-].[Na+].Cl>CO.O>[CH3:1][C:2]1[N:3]=[C:4]([NH:14][C:15]([NH2:17])=[S:16])[S:5][C:6]=1[C:7]1[CH:12]=[C:11]([CH3:13])[CH:10]=[CH:9][N:8]=1 |f:1.2|. Reported procedure: To a suspension of N-(4-methyl-5-(4-methylpyridin-2-yl)thiazol-2-yl)-N′-benzoylthiourea (700 mg) in methanol (7 ml) was added an aqueous sodium hydroxide solution (1N, 1.9 ml) dropwise. The mixture was stirred at 60° C. for 1 hour, cooled to ambient temperature, and the pH was adjusted to 8.0 with 1N hydrochloric acid. The mixture was diluted with water (50 ml) and stirred for 5 minutes. The precipitate was collected by filtration, washed with water and diisopropyl ether and dried under reduced ...